Dataset: the Open Reaction Database (ORD), a public repository of structured organic reaction records. Task: describe an organic reaction: reactants, conditions, products, and yield Reactants: N(=NC(=O)OCC)C(=O)OCC (diethyl azodicarboxylate), CN1C[C@H]([C@H](CC1)O)C1=CC=CC=C1 (cis-1-methyl-3-phenyl-4-piperidinol), C1(=CC=CC=C1)P(C1=CC=CC=C1)C1=CC=CC=C1 (triphenylphosphine), C1=CC(=CC=C1O)C (p-cresol), C(\C=C/C(=O)O)(=O)O (maleic acid). Run in C1=CC=CC=C1 (benzene), CCOCC (ether), C1=CC=CC=C1 (benzene), CCOCC (ether), ClCCl (dichloromethane). Run at temperature 6 celsius, time 18 hour. Yields the product CN1C[C@H]([C@@H](CC1)C1=CC=C(C=C1)C)C1=CC=CC=C1 (trans-1-methyl-3-phenyl-4-(4-tolyl)piperidine). As a reaction SMILES: [CH3:1][N:2]1[CH2:7][CH2:6][C@H:5](O)[C@H:4]([C:9]2[CH:14]=[CH:13][CH:12]=[CH:11][CH:10]=2)[CH2:3]1.C1(P(C2C=CC=CC=2)C2C=CC=CC=2)C=CC=CC=1.[CH:34]1[C:39](O)=[CH:38][CH:37]=[C:36]([CH3:41])[CH:35]=1.N(C(OCC)=O)=NC(OCC)=O.C(O)(=O)/C=C\C(O)=O>C1C=CC=CC=1.ClCCl.CCOCC>[CH3:1][N:2]1[CH2:7][CH2:6][C@@H:5]([C:39]2[CH:38]=[CH:37][C:36]([CH3:41])=[CH:35][CH:34]=2)[C@H:4]([C:9]2[CH:14]=[CH:13][CH:12]=[CH:11][CH:10]=2)[CH2:3]1. Procedure: A mixture of 4.78 g of cis-1-methyl-3-phenyl-4-piperidinol of Example 22, 7.21 g of triphenylphosphine, 2.97 g of p-cresol and 125 ml of anhydrous benzene is cooled to 6° C. and a solution of 4.79 g of diethyl azodicarboxylate in 125 ml of benzene is added dropwise under nitrogen over a 90-minute period. The temperature is allowed to rise gradually so that at completion of the addition it is 22° C. After stirring for 18 hours at room temperature, the suspended solid is filtered off, washed with ... As a reaction SMILES: [CH3:29][CH2:30][OH:31].[CH:1](=[CH2:2])[O:3][CH2:4][CH2:5][O:6][NH:7][C:8](=[O:9])[c:10]1[c:11]([NH:19][c:20]2[c:21]([F:27])[cH:22][c:23]([I:26])[cH:24][cH:25]2)[c:12]2[cH:13][n:14][cH:15][cH:16][c:17]2[s:18]1.[ClH:28]>>[OH:3][CH2:4][CH2:5][O:6][NH:7][C:8](=[O:9])[c:10]1[c:11]([NH:19][c:20]2[c:21]([F:27])[cH:22][c:23]([I:26])[cH:24][cH:25]2)[c:12]2[cH:13][n:14][cH:15][cH:16][c:17]2[s:18]1. The product is O=C(NOCCO)c1sc2ccncc2c1Nc1ccc(I)cc1F. The reactants are CCO, C=COCCONC(=O)c1sc2ccncc2c1Nc1ccc(I)cc1F, Cl.